From a dataset of the Open Reaction Database (ORD), a public repository of structured organic reaction records. describe an organic reaction: reactants, conditions, products, and yield Reactants: C(C)OC([C@@H](N)CC1=CNC2=CC=CC=C12)=O (racemic tryptophan ethyl ester), OC1=CC=C(C=O)C=C1 (4-hydroxybenzaldehyde). Product: OC1=CC=C(C=C1)C1NC(CC2=C1NC1=CC=CC=C21)C(=O)OC (Methyl 1,2,3,4-tetrahydro-1-(4-hydroxyphenyl)-9H-pyrido[3,4-b]indole-3-carboxylate). Reaction SMILES: [CH2:1]([O:3][C:4](=[O:17])[C@H:5]([CH2:7][C:8]1[C:16]2[C:11](=[CH:12][CH:13]=[CH:14][CH:15]=2)[NH:10][CH:9]=1)[NH2:6])C.[OH:18][C:19]1[CH:26]=[CH:25][C:22]([CH:23]=O)=[CH:21][CH:20]=1>>[OH:18][C:19]1[CH:26]=[CH:25][C:22]([CH:23]2[C:9]3[NH:10][C:11]4[C:16]([C:8]=3[CH2:7][CH:5]([C:4]([O:3][CH3:1])=[O:17])[NH:6]2)=[CH:15][CH:14]=[CH:13][CH:12]=4)=[CH:21][CH:20]=1. Procedure: The same method but starting from racemic tryptophan ethyl ester and 4-hydroxybenzaldehyde gave the title compound as pale yellow crystals 1H NMR (DMSO) δ(ppm): 10.3 (s, 1H, NH-indole) 9.4 (s, 1H, OH); 7.8-7.5 (m, 8H, H aromatic); 5.1 (brs, 1H, H-1); 3.9 (m, 1H, H-3); 3.75 (s, 3H, CO2CH3) 3.1 (m, 1H, H4); 2.8 (m, 1H, H-4).